This data is from the Open Reaction Database (ORD), a public repository of structured organic reaction records. The task is: describe an organic reaction: reactants, conditions, products, and yield The reactants are ClCC=1C(=NC(=NC1)C1=CC=C(C=C1)C(F)(F)F)C1CC1 (5-chloromethyl-4-cyclopropyl-2-(4-trifluoromethyl-phenyl)-pyrimidine), C(C)OC(CN1C=CC2=CC(=CC=C12)O)=O ((5-hydroxy-indol-1-yl)-acetic acid ethyl ester), C([O-])([O-])=O.[Cs+].[Cs+] (cesium carbonate). The product is C(C)OC(CN1C=CC2=CC(=CC=C12)OCC=1C(=NC(=NC1)C1=CC=C(C=C1)C(F)(F)F)C1CC1)=O ({5-[4-cyclopropyl-2-(4-trifluoromethyl-phenyl)-pyrimidin-5-ylmethoxy]-indol-1-yl}-acetic acid ethyl ester). RXN SMILES: Cl[CH2:2][C:3]1[C:4]([CH:19]2[CH2:21][CH2:20]2)=[N:5][C:6]([C:9]2[CH:14]=[CH:13][C:12]([C:15]([F:18])([F:17])[F:16])=[CH:11][CH:10]=2)=[N:7][CH:8]=1.[CH2:22]([O:24][C:25](=[O:37])[CH2:26][N:27]1[C:35]2[C:30](=[CH:31][C:32]([OH:36])=[CH:33][CH:34]=2)[CH:29]=[CH:28]1)[CH3:23].C(=O)([O-])[O-].[Cs+].[Cs+]>>[CH2:22]([O:24][C:25](=[O:37])[CH2:26][N:27]1[C:35]2[C:30](=[CH:31][C:32]([O:36][CH2:2][C:3]3[C:4]([CH:19]4[CH2:21][CH2:20]4)=[N:5][C:6]([C:9]4[CH:14]=[CH:13][C:12]([C:15]([F:18])([F:17])[F:16])=[CH:11][CH:10]=4)=[N:7][CH:8]=3)=[CH:33][CH:34]=2)[CH:29]=[CH:28]1)[CH3:23] |f:2.3.4|. Reported procedure: In analogy to the procedure described in example 1 h], 5-chloromethyl-4-cyclopropyl-2-(4-trifluoromethyl-phenyl)-pyrimidine was reacted with (5-hydroxy-indol-1-yl)-acetic acid ethyl ester (example 1 c]) in the presence of cesium carbonate to give {5-[4-cyclopropyl-2-(4-trifluoromethyl-phenyl)-pyrimidin-5-ylmethoxy]-indol-1-yl}-acetic acid ethyl ester, which was subsequently treated with lithium hydroxide in analogy to the procedure described in example 1 i] to yield {5-[4-cyclopropyl-2-(4-triflu... The reactants are CC(=O)OI1(C=2C=CC=CC2C(=O)O1)(OC(=O)C)OC(=O)C (Dess-Martin reagent), C1(CCCCC1)CCCCO (4-cyclohexyl-1-butanol), C(C)OCC (diethyl ether), [OH-].[Na+] (sodium hydroxide). Run in ClCCl (dichloromethane). Run at time 3 hour. Product: C1(CCCCC1)CCCC=O (4-cyclohexyl-butyraldehyde). Yield: 90.5%. As a reaction SMILES: CC(OI1(OC(C)=O)(OC(C)=O)OC(=O)C2C=CC=CC1=2)=O.[CH:23]1([CH2:29][CH2:30][CH2:31][CH2:32][OH:33])[CH2:28][CH2:27][CH2:26][CH2:25][CH2:24]1.C(OCC)C.[OH-].[Na+]>ClCCl>[CH:23]1([CH2:29][CH2:30][CH2:31][CH:32]=[O:33])[CH2:28][CH2:27][CH2:26][CH2:25][CH2:24]1 |f:3.4|. Procedure: Add Dess-Martin reagent (7.02 g, 16.6 mmol) to a stirred solution of 4-cyclohexyl-1-butanol (2.5 mL, 14.4 mmol) in anhydrous dichloromethane (120 mL). Stir for 3 h at room temperature under nitrogen. Add diethyl ether (200 mL) and 1N sodium hydroxide (150 mL) and stir for 10 minutes. Separate the layers and extract a second time with diethyl ether (100 mL). Combine the diethyl ether extracts, wash with 1N sodium hydroxide (100 mL), dry over magnesium sulfate, filter, and concentrate on a rotary ... Reactants: C(CC)[C@@H]1CC[C@H](CC1)CC[C@@H]1CC[C@H](CC1)O (trans-4-[2-(trans-4-n-propylcyclohexyl)ethyl]-cyclohexanol), n-iodobutane. Run in C1CCOC1 (THF). Reaction conditions: time 2 hour. The product is C(CCC)O[C@@H]1CC[C@H](CC1)CC[C@@H]1CC[C@H](CC1)CCC (1-(trans-4-n-butoxycyclohexyl)-2-(trans-4-n-propylcyclohexyl)ethane). As a reaction SMILES: [CH2:1]([C@H:4]1[CH2:9][CH2:8][C@H:7]([CH2:10][CH2:11][C@H:12]2[CH2:17][CH2:16][C@H:15]([OH:18])[CH2:14][CH2:13]2)[CH2:6][CH2:5]1)[CH2:2][CH3:3]>C1COCC1>[CH2:4]([O:18][C@H:15]1[CH2:14][CH2:13][C@H:12]([CH2:11][CH2:10][C@H:7]2[CH2:8][CH2:9][C@H:4]([CH2:1][CH2:2][CH3:3])[CH2:5][CH2:6]2)[CH2:17][CH2:16]1)[CH2:1][CH2:2][CH3:3]. Procedure: 0.5 g of 35% KH dispersion is added to a solution of 0.9 g of trans-4-[2-(trans-4-n-propylcyclohexyl)ethyl]-cyclohexanol in 250 ml of THF and stirring is carried out for two hours under reflux. Then 0.6 g of n-iodobutane is added and stirring is carried out for two hours at room temperature. Excess potassium hydride is destroyed with water. Extraction is carried out with methylene chloride, drying is carried with Na2SO4 and the solvent evaporated off. The residue left behind is worked up chromat...